This data is from the Open Reaction Database (ORD), a public repository of structured organic reaction records. The task is: describe an organic reaction: reactants, conditions, products, and yield The reactants are CS(C)=O, Clc1ncccn1, [K+], [K+], NCC1CCC2CN(c3nc(N)n4nc(-c5ccco5)nc4n3)CCN2C1, O=C([O-])[O-]. As a reaction SMILES: [CH3:41][S:42]([CH3:43])=[O:44].[Cl:28][c:29]1[n:30][cH:31][cH:32][cH:33][n:34]1.[K+:35].[K+:36].[NH2:1][CH2:2][CH:3]1[CH2:4][CH2:5][CH:6]2[N:7]([CH2:8][CH2:9][N:10]([c:12]3[n:13][c:14]4[n:15]([c:16]([NH2:18])[n:17]3)[n:19][c:20](-[c:22]3[o:23][cH:24][cH:25][cH:26]3)[n:21]4)[CH2:11]2)[CH2:27]1.[O-:37][C:38]([O-:39])=[O:40]>>[NH:1]([CH2:2][CH:3]1[CH2:4][CH2:5][CH:6]2[N:7]([CH2:8][CH2:9][N:10]([c:12]3[n:13][c:14]4[n:15]([c:16]([NH2:18])[n:17]3)[n:19][c:20](-[c:22]3[o:23][cH:24][cH:25][cH:26]3)[n:21]4)[CH2:11]2)[CH2:27]1)[c:29]1[n:30][cH:31][cH:32][cH:33][n:34]1. The product is Nc1nc(N2CCN3CC(CNc4ncccn4)CCC3C2)nc2nc(-c3ccco3)nn12.